Dataset: the Open Reaction Database (ORD), a public repository of structured organic reaction records. Task: describe an organic reaction: reactants, conditions, products, and yield Reactants: C(C)OC(C(CC1=CC=C(C=C1)O)OC)=O (3-(4-hydroxy-phenyl)-2-methoxy-propionic acid ethyl ester), CN1C(N(CC1CCOS(=O)(=O)C1=CC=C(C=C1)C)CC1=CC=C(C=C1)C(F)(F)F)=O (toluene-4-sulfonic acid 2-[3-methyl-2-oxo-1-(4-trifluoromethyl-benzyl)-imidazolidin-4-yl]-ethyl ester), C(=O)([O-])[O-].[Cs+].[Cs+] (Cs2CO3). Run in CN(C)C=O (DMF). Reaction conditions: temperature 55 celsius. The product is C(C)OC(C(CC1=CC=C(C=C1)OCCC1N(C(N(C1)CC1=CC=C(C=C1)C(F)(F)F)=O)C)OC)=O (2-methoxy-3-(4-{2-[3-methyl-2-oxo-1-(4-trifluoromethyl-benzyl)-imidazolidin-4-yl]-ethoxy}-phenyl)-propionic acid ethyl ester). Yield: 65.5%. RXN SMILES: [CH2:1]([O:3][C:4](=[O:16])[CH:5]([O:14][CH3:15])[CH2:6][C:7]1[CH:12]=[CH:11][C:10]([OH:13])=[CH:9][CH:8]=1)[CH3:2].[CH3:17][N:18]1[CH:22]([CH2:23][CH2:24]OS(C2C=CC(C)=CC=2)(=O)=O)[CH2:21][N:20]([CH2:36][C:37]2[CH:42]=[CH:41][C:40]([C:43]([F:46])([F:45])[F:44])=[CH:39][CH:38]=2)[C:19]1=[O:47].C([O-])([O-])=O.[Cs+].[Cs+]>CN(C=O)C>[CH2:1]([O:3][C:4](=[O:16])[CH:5]([O:14][CH3:15])[CH2:6][C:7]1[CH:8]=[CH:9][C:10]([O:13][CH2:24][CH2:23][CH:22]2[CH2:21][N:20]([CH2:36][C:37]3[CH:42]=[CH:41][C:40]([C:43]([F:45])([F:46])[F:44])=[CH:39][CH:38]=3)[C:19](=[O:47])[N:18]2[CH3:17])=[CH:11][CH:12]=1)[CH3:2] |f:2.3.4|. Reported procedure: A mixture of 3-(4-hydroxy-phenyl)-2-methoxy-propionic acid ethyl ester 0.027 g, 0.120 mmol), toluene-4-sulfonic acid 2-[3-methyl-2-oxo-1-(4-trifluoromethyl-benzyl)-imidazolidin-4-yl]-ethyl ester (0.061 g, 0.133 mmol) and Cs2CO3 (0.059 g, 0.181 mmol) in DMF (4 mL) was heated to 55° C. under N2 for 16 h. The reaction was cooled and quenched with 1 N HCl (10 mL) and worked up extractively with Et2O and water. The organic layer was dried (MgSO4) and the solvent removed in vacuo to afford crude produ... Isolated yield 63.0%. Starting materials: ClC1=C(C(=CC=C1)Cl)C(=O)N=C=S (2,6-dichloro-1-benzenecarbonyl isothiocyanate), ClC1=C(C(=CC=C1)Cl)C(=O)Cl (2,6-dichloro-1-benzenecarbonyl chloride), COC=1C=C2C(=NC=NC2=CC1OC)OC1=CC=C(N)C=C1 (4-[(6,7-Dimethoxy-4-quinazolinyl)oxy]aniline). The product is ClC1=C(C(=CC=C1)Cl)C(=O)N=C=S (2,6-Dichloro-1-benzenecarbonyl isothiocyanate), ClC1=C(C(=O)NC(=S)NC2=CC=C(C=C2)OC2=NC=NC3=CC(=C(C=C23)OC)OC)C(=CC=C1)Cl (N-(2,6-Dichlorobenzoyl)-N′-{4-[(6,7-dimethoxy-4-quinazolinyl)oxy]phenyl}thiourea). Reaction SMILES: ClC1C=CC=C(Cl)C=1C(Cl)=O.[CH3:12][O:13][C:14]1[CH:15]=[C:16]2[C:21](=[CH:22][C:23]=1[O:24][CH3:25])[N:20]=[CH:19][N:18]=[C:17]2[O:26][C:27]1[CH:33]=[CH:32][C:30]([NH2:31])=[CH:29][CH:28]=1.[Cl:34][C:35]1[CH:40]=[CH:39][CH:38]=[C:37]([Cl:41])[C:36]=1[C:42]([N:44]=[C:45]=[S:46])=[O:43]>C1(C)C=CC=CC=1.C(O)C>[Cl:34][C:35]1[CH:40]=[CH:39][CH:38]=[C:37]([Cl:41])[C:36]=1[C:42]([N:44]=[C:45]=[S:46])=[O:43].[Cl:34][C:35]1[CH:40]=[CH:39][CH:38]=[C:37]([Cl:41])[C:36]=1[C:42]([NH:44][C:45]([NH:31][C:30]1[CH:32]=[CH:33][C:27]([O:26][C:17]2[C:16]3[C:21](=[CH:22][C:23]([O:24][CH3:25])=[C:14]([O:13][CH3:12])[CH:15]=3)[N:20]=[CH:19][N:18]=2)=[CH:28][CH:29]=1)=[S:46])=[O:43]. Procedure: 2,6-Dichloro-1-benzenecarbonyl isothiocyanate was prepared using commercially available 2,6-dichloro-1-benzenecarbonyl chloride (80 mg) as a starting compound according to the description of the literature. 4-[(6,7-Dimethoxy-4-quinazolinyl)oxy]aniline (50 mg) was dissolved in toluene (5 ml) and ethanol (1 ml) to prepare a solution. A solution of 2,6-dichloro-1-benzenecarbonyl isothiocyanate in ethanol (1 ml) was then added to the solution, and the mixture was stirred at room temperature for 2 hr... Run in C(C)O (ethanol), C(C)O (ethanol), C1(=CC=CC=C1)C (toluene). Run at time 2 hour. Reactants: CI (methyl iodide), COC(=O)C=1C(NC(N(C1)C)=O)C1=CC(=C(C=C1)F)F ((−)-4-(3,4-Difluorophenyl)-1-methyl-2-oxo-1,2,3,4-tetrahydro-pyrimidine-5-carboxylic acid methyl ester), product, [H-].[Na+] (sodium hydride), [OH-].[Na+] (NaOH), [OH-].[Na+] (NaOH). The solvent is CCCCCC (hexane), CO (MeOH), CCOC(=O)C (EtOAc), CCOC(=O)C (EtOAc), CN(C)C=O (DMF), C1CCOC1 (THF). Run at time 2 hour. The product is FC=1C=C(C=CC1F)C1N(C(N(C=C1C(=O)O)C)=O)C ((−)-4-(3,4-Difluorophenyl)-1,3-dimethyl-2-oxo-1,2,3,4-tetrahydro-pyrimidine-5-carboxylic Acid). As a reaction SMILES: C[O:2][C:3]([C:5]1[CH:6]([C:13]2[CH:18]=[CH:17][C:16]([F:19])=[C:15]([F:20])[CH:14]=2)[NH:7][C:8](=[O:12])[N:9]([CH3:11])[CH:10]=1)=[O:4].[H-].[Na+].[CH3:23]I.[OH-].[Na+]>CN(C=O)C.CO.CCCCCC.CCOC(C)=O.C1COCC1>[F:20][C:15]1[CH:14]=[C:13]([CH:6]2[C:5]([C:3]([OH:2])=[O:4])=[CH:10][N:9]([CH3:11])[C:8](=[O:12])[N:7]2[CH3:23])[CH:18]=[CH:17][C:16]=1[F:19] |f:1.2,4.5|. Procedure: To a solution of 0.36 g (1.3 mmol) (−)-4-(3,4-Difluorophenyl)-1-methyl-2-oxo-1,2,3,4-tetrahydro-pyrimidine-5-carboxylic acid methyl ester (the product of Example 10, Step C) in 3 ml DMF was added 0.068 g (2.8 mmol) sodium hydride. After the gas evolution had ceased (5 min), 0.10 ml (1.6 mmol) methyl iodide was added and the reaction mixture was stirred 2 hours at room temperature then poured into 100 ml EtOAc and washed 100 ml 5% aqueous KHSO4 solution, 100 ml water, and 100 ml brine; then dried... The reactants are CC1CNCC(O1)C (2,6-Dimethylmorpholine), COCOC=1C=C(C=CC1)C=1C(=C(C=CC1S(=O)(=O)[O-])C)CC(C)C (3-(m-methoxymethoxyphenyl)-2-methylpropyl-p-toluenesulfonate). The solvent is [OH-].[Na+] (sodium hydroxide). Run at time 1 hour. Product: COCOC=1C=C(C=CC1)CC(CN1CC(OC(C1)C)C)C (4-[3-(m-methoxymethoxyphenyl)-2-methylpropyl]-2,6-dimethylmorpholine). Yield: 28.4%. Reaction SMILES: [CH3:1][CH:2]1[O:7][CH:6]([CH3:8])[CH2:5][NH:4][CH2:3]1.[CH3:9][O:10][CH2:11][O:12][C:13]1[CH:14]=[C:15]([C:19]2[C:20]([CH2:30]C(C)C)=[C:21](C)C=CC=2S([O-])(=O)=O)[CH:16]=[CH:17][CH:18]=1>[OH-].[Na+]>[CH3:9][O:10][CH2:11][O:12][C:13]1[CH:14]=[C:15]([CH2:19][CH:20]([CH3:30])[CH2:21][N:4]2[CH2:5][CH:6]([CH3:8])[O:7][CH:2]([CH3:1])[CH2:3]2)[CH:16]=[CH:17][CH:18]=1 |f:2.3|. Reported procedure: 2,6-Dimethylmorpholine (10.0 g) was heated to 100° C. with stirring, and 3-(m-methoxymethoxyphenyl)-2-methylpropyl-p-toluenesulfonate (5.0 g) was dropwise added thereto in 1 hour. The reaction mixture was aged at 100° C. for 2 hours with stirring, cooled to room temperature, and after addition of 15% aqueous sodium hydroxide (50 ml), extracted with diethyl ether (50 ml×3). The organic layer was combined, washed with a saturated aqueous sodium chloride, dried over magnesium sulfate and concentrat... Starting materials: COC(=O)c1cccc2[nH]c(NCC3CCN(C(=O)OC(C)(C)C)CC3)nc12, CO, Cl, [Li+], [OH-]. The product is CC(C)(C)OC(=O)N1CCC(CNc2nc3c(C(=O)O)cccc3[nH]2)CC1. RXN SMILES: [CH3:1][O:2][C:3](=[O:4])[c:5]1[cH:6][cH:7][cH:8][c:9]2[nH:10][c:11]([NH:14][CH2:15][CH:16]3[CH2:17][CH2:18][N:19]([C:22](=[O:23])[O:24][C:25]([CH3:26])([CH3:27])[CH3:28])[CH2:20][CH2:21]3)[n:12][c:13]12.[CH3:32][OH:33].[ClH:31].[Li+:29].[OH-:30]>>[O:2]=[C:3]([OH:4])[c:5]1[cH:6][cH:7][cH:8][c:9]2[nH:10][c:11]([NH:14][CH2:15][CH:16]3[CH2:17][CH2:18][N:19]([C:22](=[O:23])[O:24][C:25]([CH3:26])([CH3:27])[CH3:28])[CH2:20][CH2:21]3)[n:12][c:13]12. Starting materials: O=C1NC=CC2=C1C(=NN2)C=2C=C(SC2)C(=O)N (4-(4-oxo-4,5-dihydro-1H-pyrazolo[4,3-c]pyridin-3-yl)thiophene-2-carboxamide), [H-].[Na+] (sodium hydride), CC1=CC=C(C=C1)S(=O)(=O)OC(COC)CC (1-methoxybutan-2-yl 4-methylbenzenesulfonate). The solvent is CN(C)C=O (DMF). Run at time 1 hour. Yields the product COCC(CC)N1N=C(C=2C(NC=CC21)=O)C=2C=C(SC2)C(=O)N (4-(1-(1-methoxybutan-2-yl)-4-oxo-4,5-dihydro-1H-pyrazolo[4,3-c]pyridin-3-yl)thiophene-2-carboxamide). Isolated yield 32.8%. RXN SMILES: [O:1]=[C:2]1[C:7]2[C:8]([C:11]3[CH:12]=[C:13]([C:16]([NH2:18])=[O:17])[S:14][CH:15]=3)=[N:9][NH:10][C:6]=2[CH:5]=[CH:4][NH:3]1.[H-].[Na+].CC1C=CC(S(O[CH:32]([CH2:36][CH3:37])[CH2:33][O:34][CH3:35])(=O)=O)=CC=1>CN(C=O)C>[CH3:35][O:34][CH2:33][CH:32]([N:10]1[C:6]2[CH:5]=[CH:4][NH:3][C:2](=[O:1])[C:7]=2[C:8]([C:11]2[CH:12]=[C:13]([C:16]([NH2:18])=[O:17])[S:14][CH:15]=2)=[N:9]1)[CH2:36][CH3:37] |f:1.2|. Procedure details: To a solution of 4-(4-oxo-4,5-dihydro-1H-pyrazolo[4,3-c]pyridin-3-yl)thiophene-2-carboxamide (50.0 mg) obtained in Step A of Example 141 in DMF (2 mL) was added sodium hydride (60% dispersion in mineral oil, 15.4 mg), and the mixture was stirred at room temperature for 1 hr. To the reaction mixture was added 1-methoxybutan-2-yl 4-methylbenzenesulfonate (99.0 mg) obtained in Step A-1 of Example 17, and the mixture was stirred overnight at room temperature. The reaction mixture was extracted with ...